Dataset: the Open Reaction Database (ORD), a public repository of structured organic reaction records. Task: describe an organic reaction: reactants, conditions, products, and yield Starting materials: OC[C@@H]([C@@H](C)C(NC1=CC(=C(C=C1)N1C(COCC1)=O)C)=O)NC(OCC1=CC=CC=C1)=O (benzyl {(1R,2R)-1-hydroxymethyl-2-[3-methyl-4-(3-oxo-morpholin-4-yl)-phenylcarbamoyl]-propyl}-carbamate), N(=NC(=O)OC(C)(C)C)C(=O)OC(C)(C)C (di-tert.-butyl azodicarboxylate), C(CCC)P(CCCC)CCCC (tributylphosphine). Solvent: C1CCOC1 (THF). Yields the product C[C@@H]1[C@H](CN(C1=O)C1=CC(=C(C=C1)N1C(COCC1)=O)C)NC(OCC1=CC=CC=C1)=O (benzyl {(3R,4R)-4-methyl-1-[3-methyl-4-(3-oxo-morpholin-4-yl)-phenyl]-5-oxo-pyrrolidin-3-yl}-carbamate). As a reaction SMILES: O[CH2:2][C@H:3]([NH:23][C:24](=[O:33])[O:25][CH2:26][C:27]1[CH:32]=[CH:31][CH:30]=[CH:29][CH:28]=1)[C@H:4]([C:6](=[O:22])[NH:7][C:8]1[CH:13]=[CH:12][C:11]([N:14]2[CH2:19][CH2:18][O:17][CH2:16][C:15]2=[O:20])=[C:10]([CH3:21])[CH:9]=1)[CH3:5].N(C(OC(C)(C)C)=O)=NC(OC(C)(C)C)=O.C(P(CCCC)CCCC)CCC>C1COCC1>[CH3:5][C@H:4]1[C:6](=[O:22])[N:7]([C:8]2[CH:13]=[CH:12][C:11]([N:14]3[CH2:19][CH2:18][O:17][CH2:16][C:15]3=[O:20])=[C:10]([CH3:21])[CH:9]=2)[CH2:2][C@@H:3]1[NH:23][C:24](=[O:33])[O:25][CH2:26][C:27]1[CH:32]=[CH:31][CH:30]=[CH:29][CH:28]=1. Procedure: Prepared analogously to Example 2c from benzyl {(1R,2R)-1-hydroxymethyl-2-[3-methyl-4-(3-oxo-morpholin-4-yl)-phenylcarbamoyl]-propyl}-carbamate with di-tert.-butyl azodicarboxylate and tributylphosphine in THF and subsequent purification by reversed-phase chromatography.